This data is from the Open Reaction Database (ORD), a public repository of structured organic reaction records. The task is: describe an organic reaction: reactants, conditions, products, and yield The reactants are C(Cl)Cl (methylene chloride), C(C)#N (acetonitrile), C(C1=CC=CC=C1)Br (benzyl bromide), O (water), C([O-])([O-])=O.[K+].[K+] (potassium carbonate). The product is C(C1=CC=CC=C1)OC1=CC=C(C=O)C=C1 (4-(benzyloxy)benzaldehyde). Isolated yield 88.7%. As a reaction SMILES: [C:1](#N)[CH3:2].[CH2:4](Br)[C:5]1[CH:10]=[CH:9][CH:8]=[CH:7][CH:6]=1.[C:12](=[O:15])([O-])[O-].[K+].[K+].C(Cl)Cl.[OH2:21]>>[CH2:4]([O:21][C:2]1[CH:1]=[CH:7][C:6]([CH:12]=[O:15])=[CH:5][CH:4]=1)[C:5]1[CH:10]=[CH:9][CH:8]=[CH:7][CH:6]=1 |f:2.3.4|. Reported procedure: In an acetonitrile (30 mL) solvent, benzyl bromide (1.95 mL, 16.40 mmol) was added to a solution including 4-hydroxybenzaldhehyde (2.0 g, 16.38 mmol) and potassium carbonate (3.40 g, 24.60 mmol), and the reaction mixture was refluxed for 1.5 hours. After cooling, the reaction mixture was distributed between methylene chloride and water. An organic layer was dried by using MgSO4 and filtered. The filtrate was evaporated, and the resultant solid was added to water. The solid was filtered and washe...